Dataset: the Open Reaction Database (ORD), a public repository of structured organic reaction records. Task: describe an organic reaction: reactants, conditions, products, and yield The reactants are [BH3-]C#N, CN, CC(=O)O, ClCCl, [Na+], O=C1CCC2(CC1)OCCO2. The product is CNC1CCC2(CC1)OCCO2. RXN SMILES: [C:17](#[N:18])[BH3-:19].[CH3:15][NH2:16].[CH3:21][C:22](=[O:23])[OH:24].[Cl:12][CH2:13][Cl:14].[Na+:20].[O:1]1[CH2:2][CH2:3][O:4][C:5]12[CH2:6][CH2:7][C:8](=[O:11])[CH2:9][CH2:10]2>>[O:1]1[CH2:2][CH2:3][O:4][C:5]12[CH2:6][CH2:7][CH:8]([NH:18][CH3:17])[CH2:9][CH2:10]2. RXN SMILES: C([N:5]1[C:10]2=[N:11][N:12]=[CH:13][N:9]2[C:8]2[CH:14]=[CH:15][CH:16]=[CH:17][C:7]=2[N:6]1[C:18](=[O:21])[CH2:19][CH3:20])(=O)CC.[OH-].[Na+]>>[C:18]([N:6]1[C:7]2[CH:17]=[CH:16][CH:15]=[CH:14][C:8]=2[N:9]2[CH:13]=[N:12][N:11]=[C:10]2[NH:5]1)(=[O:21])[CH2:19][CH3:20] |f:1.2|. Procedure: 5.0 g (0.017 mole) of 4,5-dipropionyl-4,5-dihydro-s-triazolo[3,4-c]benzo-as-triazine are treated with 50 ml of a 5% sodium hydroxide solution. The solution which forms within a short time is decolourized, filtered, the filtrate is acidified with acetic acid, and the separated colourless precipitate is filtered off. 2.5 g (63%) of the title compound are obtained; m.p.: 244° C. The product is C(CC)(=O)N1NC=2N(C3=C1C=CC=C3)C=NN2 (5-propionyl-4,5-dihydro-s-triazolo[3,4-c]benzo-as-triazine). The yield is 64.2%. The reactants are C(CC)(=O)N1N(C2=C(N3C1=NN=C3)C=CC=C2)C(CC)=O (4,5-dipropionyl-4,5-dihydro-s-triazolo[3,4-c]benzo-as-triazine), [OH-].[Na+] (sodium hydroxide). Reactants: N1=C(C=CC=C1)NC1=CC=C(OC2=C(C(=O)OCC)C=CC=N2)C=C1 (ethyl 2-(4-(pyridin-2-ylamino)phenoxy)nicotinate), [OH-].[Li+] (lithium hydroxide), CO (methanol), O (water), O (water), [OH-].[Li+] (lithium hydroxide), CO (methanol). The solvent is C1CCOC1 (THF), C1CCOC1 (THF), C1CCOC1 (THF). Conditions: temperature 40 celsius, time 16 hour. Product: N1=C(C=CC=C1)NC1=CC=C(OC2=C(C(=O)O)C=CC=N2)C=C1 (2-(4-(PYRIDIN-2-YLAMINO)PHENOXY)NICOTINIC ACID). Reaction SMILES: [N:1]1[CH:6]=[CH:5][CH:4]=[CH:3][C:2]=1[NH:7][C:8]1[CH:25]=[CH:24][C:11]([O:12][C:13]2[N:23]=[CH:22][CH:21]=[CH:20][C:14]=2[C:15]([O:17]CC)=[O:16])=[CH:10][CH:9]=1.[OH-].[Li+].CO.O>C1COCC1>[N:1]1[CH:6]=[CH:5][CH:4]=[CH:3][C:2]=1[NH:7][C:8]1[CH:9]=[CH:10][C:11]([O:12][C:13]2[N:23]=[CH:22][CH:21]=[CH:20][C:14]=2[C:15]([OH:17])=[O:16])=[CH:24][CH:25]=1 |f:1.2|. Procedure details: To a solution of ethyl 2-(4-(pyridin-2-ylamino)phenoxy)nicotinate (6.23 g, 18.6 mmol) in THF (0.28 M) was added lithium hydroxide (1.33 g, 55.7 mmol). The reaction was stirred for 16 h before adding an addition equivalent of lithium hydroxide and a volume of methanol and water relative to THF to make a 3:2:1 solution of THF:methanol:water. The resulting suspension was heated to 40° C. for 1.5 h. The solid was filtered away from the filtrate to afford the product as a pale orange solid. MS (ESI, ... The reactants are CC(NC(=O)c1ccc(CC2CCC(C(O[Si](C)(C)C(C)(C)C)c3ccccc3)N2C(=O)OC(C)(C)C)cc1)c1ccccn1, CI, [H-], [Na+], C1CCOC1. The product is CC(c1ccccn1)N(C)C(=O)c1ccc(CC2CCC(C(O[Si](C)(C)C(C)(C)C)c3ccccc3)N2C(=O)OC(C)(C)C)cc1. Reaction SMILES: [C:1]([CH3:2])([CH3:3])([CH3:4])[Si:5]([O:6][CH:7]([CH:8]1[N:9]([C:31](=[O:32])[O:33][C:34]([CH3:35])([CH3:36])[CH3:37])[CH:10]([CH2:13][c:14]2[cH:15][cH:16][c:17]([C:20]([NH:21][CH:22]([CH3:23])[c:24]3[n:25][cH:26][cH:27][cH:28][cH:29]3)=[O:30])[cH:18][cH:19]2)[CH2:11][CH2:12]1)[c:38]1[cH:39][cH:40][cH:41][cH:42][cH:43]1)([CH3:44])[CH3:45].[CH3:48][I:49].[H-:46].[Na+:47].[O:50]1[CH2:51][CH2:52][CH2:53][CH2:54]1>>[C:1]([CH3:2])([CH3:3])([CH3:4])[Si:5]([O:6][CH:7]([CH:8]1[N:9]([C:31](=[O:32])[O:33][C:34]([CH3:35])([CH3:36])[CH3:37])[CH:10]([CH2:13][c:14]2[cH:15][cH:16][c:17]([C:20]([N:21]([CH:22]([CH3:23])[c:24]3[n:25][cH:26][cH:27][cH:28][cH:29]3)[CH3:48])=[O:30])[cH:18][cH:19]2)[CH2:11][CH2:12]1)[c:38]1[cH:39][cH:40][cH:41][cH:42][cH:43]1)([CH3:44])[CH3:45].